From a dataset of the Open Reaction Database (ORD), a public repository of structured organic reaction records. describe an organic reaction: reactants, conditions, products, and yield The reactants are COc1ccc(Br)c(C=O)c1, Cc1nc(C)c(B2OC(C)(C)C(C)(C)O2)s1, [K+], [K+], O=C([O-])[O-], CN(C)C=O, O, c1ccc(P(c2ccccc2)(c2ccccc2)[Pd](P(c2ccccc2)(c2ccccc2)c2ccccc2)(P(c2ccccc2)(c2ccccc2)c2ccccc2)P(c2ccccc2)(c2ccccc2)c2ccccc2)cc1. RXN SMILES: [Br:1][c:2]1[c:3]([CH:4]=[O:5])[cH:6][c:7]([O:10][CH3:11])[cH:8][cH:9]1.[CH3:12][c:13]1[s:14][c:15]([B:19]2[O:20][C:21]([CH3:22])([CH3:23])[C:24]([CH3:25])([CH3:26])[O:27]2)[c:16]([CH3:18])[n:17]1.[K+:28].[K+:29].[O-:30][C:31]([O-:32])=[O:33].[O:34]=[CH:35][N:36]([CH3:37])[CH3:38].[OH2:39].[cH:40]1[cH:41][cH:42][c:43]([P:44]([Pd:45]([P:46]([c:47]2[cH:48][cH:49][cH:50][cH:51][cH:52]2)([c:53]2[cH:54][cH:55][cH:56][cH:57][cH:58]2)[c:59]2[cH:60][cH:61][cH:62][cH:63][cH:64]2)([P:65]([c:66]2[cH:67][cH:68][cH:69][cH:70][cH:71]2)([c:72]2[cH:73][cH:74][cH:75][cH:76][cH:77]2)[c:78]2[cH:79][cH:80][cH:81][cH:82][cH:83]2)[P:84]([c:85]2[cH:86][cH:87][cH:88][cH:89][cH:90]2)([c:91]2[cH:92][cH:93][cH:94][cH:95][cH:96]2)[c:97]2[cH:98][cH:99][cH:100][cH:101][cH:102]2)([c:103]2[cH:104][cH:105][cH:106][cH:107][cH:108]2)[c:109]2[cH:110][cH:111][cH:112][cH:113][cH:114]2)[cH:115][cH:116]1>>[c:2]1(-[c:15]2[s:14][c:13]([CH3:12])[n:17][c:16]2[CH3:18])[c:3]([CH:4]=[O:5])[cH:6][c:7]([O:10][CH3:11])[cH:8][cH:9]1. Product: COc1ccc(-c2sc(C)nc2C)c(C=O)c1. Starting materials: CC(COC1=CC=C(C=C1)C1=CC=C(C=C1)OCC(CC)C)CC (di-(2-methylbutyloxy)biphenyl), Cl (hydrochloric acid), OC1=CC=C(C=C1)C1=CC=C(C=C1)O (4,4'-dihydroxybiphenyl), [OH-].[K+] (KOH), (+) brominated 2-methylbutyl. The solvent is C(C)O (ethanol). The product is CC(COC1=CC=C(C=C1)C1=CC=C(C=C1)O)CC (4'-(2-methylbutyloxy)-4-hydroxybiphenyl). As a reaction SMILES: OC1C=CC(C2C=CC(O)=CC=2)=CC=1.[OH-].[K+].[CH3:17][CH:18]([CH2:39][CH3:40])[CH2:19][O:20][C:21]1[CH:26]=[CH:25][C:24]([C:27]2[CH:32]=[CH:31][C:30]([O:33]CC(C)CC)=[CH:29][CH:28]=2)=[CH:23][CH:22]=1.Cl>C(O)C>[CH3:17][CH:18]([CH2:39][CH3:40])[CH2:19][O:20][C:21]1[CH:26]=[CH:25][C:24]([C:27]2[CH:32]=[CH:31][C:30]([OH:33])=[CH:29][CH:28]=2)=[CH:23][CH:22]=1 |f:1.2|. Procedure details: A mixture of 4,4'-dihydroxybiphenyl (500 g), ethanol (7.5 l) and KOH (302 g) was heated under reflux with stirring, followed by dropwise adding (+) brominated 2-methylbutyl (prepared from (-) 2-methylbutanol with phosphorus bromide) (530 g), reacting the mixture for 4 hours, distilling off ethanol, adding water (2 l), filtering, collecting insolubles, and treating the insolubles with toluene to remove solubles. This soluble part was recrystallized from ethanol to obtain scaly crystals having a m... Reactants: ClC=1C(=NN2C1N=C(C(=C2O)CC(=O)OC)C)C (methyl 2-(3-chloro-7-hydroxy-2,5-di-methylpyrazolo[1,5-a]pyrimidin-6-yl)acetate), O=P(Cl)(Cl)Cl (POCl3), ice water. The product is ClC=1C(=NN2C1N=C(C(=C2Cl)CC(=O)OC)C)C (Methyl 2-(3,7-dichloro-2,5-dimethylpyrazolo[1,5-a]pyrimidin-6-yl)acetate). Isolated yield 59.0%. Reaction SMILES: [Cl:1][C:2]1[C:3]([CH3:18])=[N:4][N:5]2[C:10](O)=[C:9]([CH2:12][C:13]([O:15][CH3:16])=[O:14])[C:8]([CH3:17])=[N:7][C:6]=12.O=P(Cl)(Cl)[Cl:21]>>[Cl:1][C:2]1[C:3]([CH3:18])=[N:4][N:5]2[C:10]([Cl:21])=[C:9]([CH2:12][C:13]([O:15][CH3:16])=[O:14])[C:8]([CH3:17])=[N:7][C:6]=12. Procedure: To a solution of methyl 2-(3-chloro-7-hydroxy-2,5-di-methylpyrazolo[1,5-a]pyrimidin-6-yl)acetate (0.160 g, 0.6 mmol) was added POCl3 (1 mL). The reaction mixture was heated at reflux for 1 h. After cooling, the reaction mixture was added drop-wise to ice-water. A brown solid precipitated. The solid were filtered and washed with water, then dissolved in ethyl acetate. The organic solution was washed with saturated NaHCO3 and dried over sodium sulfate. The solvent was evaporated to give the title ... Starting materials: C(C)OC(CCCNC(=O)N1CCC(CC1)C1=CC=CC=C1)OCC (N-(4,4-diethoxybutyl)-4-phenylpiperidine-1-carboxamide), C(C)(=O)O (acetic acid), Cl (hydrochloric acid). Procedure details: 1.39 g (4 mmol) N-(4,4-diethoxybutyl)-4-phenylpiperidine-1-carboxamide, 5 mL acetic acid, 2.5 mL 1N aqueous hydrochloric acid and 20 mL ethanol are put together and stirred for 16 hours under argon atmosphere. Ethanol is evaporated. Then the resulting residue is dispersed in dichloromethane and extracted with saturated sodium bicarbonate solution. The organic phase is dried with sodium sulfate and the solvent evaporated in vacuum. The crude product is obtained in almost quantitative yield. Reaction conditions: time 16 hour. Reaction SMILES: C([O:3][CH:4](OCC)[CH2:5][CH2:6][CH2:7][NH:8][C:9]([N:11]1[CH2:16][CH2:15][CH:14]([C:17]2[CH:22]=[CH:21][CH:20]=[CH:19][CH:18]=2)[CH2:13][CH2:12]1)=[O:10])C.C(O)(=O)C.Cl>C(O)C>[O:3]=[CH:4][CH2:5][CH2:6][CH2:7][NH:8][C:9]([N:11]1[CH2:12][CH2:13][CH:14]([C:17]2[CH:22]=[CH:21][CH:20]=[CH:19][CH:18]=2)[CH2:15][CH2:16]1)=[O:10]. The solvent is C(C)O (ethanol). Yields the product O=CCCCNC(=O)N1CCC(CC1)C1=CC=CC=C1 (N-(4-oxobutyl)-4-phenylpiperidine-1-carboxamide). Starting materials: C(C)(=O)O (Acetic acid), COC(=N)C1=NN(C2=CC(=CC=C12)C1=C(C=C(C(=C1)F)OCOCC[Si](C)(C)C)CC)C1OCCCC1 (6-[2-ethyl-5-fluoro-4-(2-trimethylsilanyl-ethoxymethoxy)-phenyl]-1-(tetrahydro-pyran-2-yl)-1H-indazole-3-carboximidic acid methyl ester), C(C1=CC=CC=C1)N1CC(C(CC1)(OCC)OCC)N (1-benzyl-4,4-diethoxy-piperidin-3-ylamine). Run in C(C)O (ethanol), C(C)O (ethanol). Reaction conditions: temperature 50 celsius. Product: C(C1=CC=CC=C1)N1CC(C(CC1)(OCC)OCC)NC(=N)C1=NN(C2=CC(=CC=C12)C1=C(C=C(C(=C1)F)OCOCC[Si](C)(C)C)CC)C1OCCCC1 (N-(1-Benzyl-4,4-diethoxy-piperidin-3-yl)-6-[2-ethyl-5-fluoro-4-(2-trimethylsilanyl-ethoxymethoxy)-phenyl]-1-(tetrahydro-pyran-2-yl)-1H-indazole-3-carboxamidine). Yield: 45.0%. Reaction SMILES: CO[C:3]([C:5]1[C:13]2[C:8](=[CH:9][C:10]([C:14]3[CH:19]=[C:18]([F:20])[C:17]([O:21][CH2:22][O:23][CH2:24][CH2:25][Si:26]([CH3:29])([CH3:28])[CH3:27])=[CH:16][C:15]=3[CH2:30][CH3:31])=[CH:11][CH:12]=2)[N:7]([CH:32]2[CH2:37][CH2:36][CH2:35][CH2:34][O:33]2)[N:6]=1)=[NH:4].[CH2:38]([N:45]1[CH2:50][CH2:49][C:48]([O:54][CH2:55][CH3:56])([O:51][CH2:52][CH3:53])[CH:47]([NH2:57])[CH2:46]1)[C:39]1[CH:44]=[CH:43][CH:42]=[CH:41][CH:40]=1.C(O)(=O)C>C(O)C>[CH2:38]([N:45]1[CH2:50][CH2:49][C:48]([O:54][CH2:55][CH3:56])([O:51][CH2:52][CH3:53])[CH:47]([NH:57][C:3]([C:5]2[C:13]3[C:8](=[CH:9][C:10]([C:14]4[CH:19]=[C:18]([F:20])[C:17]([O:21][CH2:22][O:23][CH2:24][CH2:25][Si:26]([CH3:29])([CH3:27])[CH3:28])=[CH:16][C:15]=4[CH2:30][CH3:31])=[CH:11][CH:12]=3)[N:7]([CH:32]3[CH2:37][CH2:36][CH2:35][CH2:34][O:33]3)[N:6]=2)=[NH:4])[CH2:46]1)[C:39]1[CH:40]=[CH:41][CH:42]=[CH:43][CH:44]=1. Procedure: To a solution of 6-[2-ethyl-5-fluoro-4-(2-trimethylsilanyl-ethoxymethoxy)-phenyl]-1-(tetrahydro-pyran-2-yl)-1H-indazole-3-carboximidic acid methyl ester (Preparation 7, 17.15 g, 32.49 mmol) in ethanol (100 mL) was added a solution of 1-benzyl-4,4-diethoxy-piperidin-3-ylamine (Tetrahedron, 1995, 51, 13447-13454; 9.51 g, 34.2 mmol) in ethanol (70 mL). Acetic acid (3.56 mL, 62.1 mmol) was added and the reaction mixture was heated at 50° C. for 18 hours. The reaction mixture was concentrated in vacu... Reactants: C(C)O (ethanol), C(C1=CC=CC=C1)OC1=CC=C(C=C1)CC(=O)P(O)(O)=O (4-benzyloxyphenylacetylphosphonic acid), Cl.NO (hydroxylamine hydrochloride), O.O.O.C(C)(=O)[O-].[Na+] (sodium acetate trihydrate). Run in O (water). Reaction conditions: time 8 hour. The product is OC1=CC=C(C=C1)CC(=O)O (4-hydroxyphenylacetic acid). RXN SMILES: C([OH:3])C.C([O:11][C:12]1[CH:17]=[CH:16][C:15]([CH2:18][C:19](P(=O)(O)O)=[O:20])=[CH:14][CH:13]=1)C1C=CC=CC=1.Cl.NO.O.O.O.C([O-])(=O)C.[Na+]>O>[OH:11][C:12]1[CH:13]=[CH:14][C:15]([CH2:18][C:19]([OH:20])=[O:3])=[CH:16][CH:17]=1 |f:2.3,4.5.6.7.8|. Reported procedure: At first, 1,200 ml of ethanol and 400 ml of water were added to 428 g (1.18 moles) of the compound (d) in a nitrogen atmosphere to prepare a homogeneous solution. Then, 101 g (1.45 moles) of hydroxylamine hydrochloride and 373 g (2.74 moles) of sodium acetate trihydrate were added thereto, and the mixture was stirred at room temperature overnight. The reaction mixture was concentrated under reduced pressure to about 1,000 ml, and extracted with ethyl ether (3×300 ml). The ethyl ether layer was w... Reactants: C(CC)NC=1C(=CC(=CC1)C(F)(F)F)N (N1-propyl-4-trifluoromethylbenzene-1,2-diamine), isonicotinealdehyde-bisulfite, CN(C=O)C (N,N-dimethylformamide). Solvent: O (water). Run at temperature 150 celsius, time 1 hour. Product: C(CC)N1C(=NC2=C1C=CC(=C2)C(F)(F)F)C2=CC=NC=C2 (1-propyl-2-(pyridin-4-yl-)-5-trifluoromethyl-1H-benzimidazole). RXN SMILES: [CH2:1]([NH:4][C:5]1[C:6]([NH2:15])=[CH:7][C:8]([C:11]([F:14])([F:13])[F:12])=[CH:9][CH:10]=1)[CH2:2][CH3:3].[CH3:16][N:17]([CH3:20])C=O>O>[CH2:1]([N:4]1[C:5]2[CH:10]=[CH:9][C:8]([C:11]([F:13])([F:14])[F:12])=[CH:7][C:6]=2[N:15]=[C:11]1[C:8]1[CH:9]=[CH:20][N:17]=[CH:16][CH:7]=1)[CH2:2][CH3:3]. Procedure: A mixture of 0.44 g of N1-propyl-4-trifluoromethylbenzene-1,2-diamine, 0.51 g of isonicotinealdehyde-bisulfite adduct and 4 ml of N,N-dimethylformamide was stirred for 1 hour at 150° C. The reaction mixture was allowed to cool to room temperature, and water was poured into this, and the mixture was extracted with ethyl acetate. The organic layer was washed with water, dried over sodium sulfate, then, concentrated under reduced pressure to obtain a solid residue. The residue was washed with hexan...